Dataset: the Open Reaction Database (ORD), a public repository of structured organic reaction records. Task: describe an organic reaction: reactants, conditions, products, and yield Starting materials: CC(=O)c1ccc(S(=O)(=O)Cl)cc1, Cc1cc(N)no1, O, c1ccncc1. Product: CC(=O)c1ccc(S(=O)(=O)Nc2cc(C)on2)cc1. Reaction SMILES: [C:8]([CH3:9])(=[O:10])[c:11]1[cH:12][cH:13][c:14]([S:17](=[O:18])(=[O:19])[Cl:20])[cH:15][cH:16]1.[NH2:1][c:2]1[n:3][o:4][c:5]([CH3:7])[cH:6]1.[OH2:27].[cH:21]1[cH:22][cH:23][n:24][cH:25][cH:26]1>>[NH:1]([c:2]1[n:3][o:4][c:5]([CH3:7])[cH:6]1)[S:17]([c:14]1[cH:13][cH:12][c:11]([C:8]([CH3:9])=[O:10])[cH:16][cH:15]1)(=[O:18])=[O:19].